From a dataset of the Open Reaction Database (ORD), a public repository of structured organic reaction records. describe an organic reaction: reactants, conditions, products, and yield The reactants are Nc1cc(F)ccc1C(=O)CCCCl, c1cc2c3c(c1)C1CNCCC1N3CCC2. Yields the product Nc1cc(F)ccc1C(=O)CCCN1CCC2C(C1)c1cccc3c1N2CCC3. As a reaction SMILES: [NH2:17][c:18]1[c:19]([C:25]([CH2:26][CH2:27][CH2:28][Cl:29])=[O:30])[cH:20][cH:21][c:22]([F:24])[cH:23]1.[cH:1]1[cH:2][cH:3][c:4]2[c:9]3[c:10]1[CH:11]1[CH:12]([N:8]3[CH2:7][CH2:6][CH2:5]2)[CH2:13][CH2:14][NH:15][CH2:16]1>>[cH:1]1[cH:2][cH:3][c:4]2[c:9]3[c:10]1[CH:11]1[CH:12]([N:8]3[CH2:7][CH2:6][CH2:5]2)[CH2:13][CH2:14][N:15]([CH2:28][CH2:27][CH2:26][C:25]([c:19]2[c:18]([NH2:17])[cH:23][c:22]([F:24])[cH:21][cH:20]2)=[O:30])[CH2:16]1. Reactants: COC1=NS(=O)(=O)N(Cc2ccccc2)C(Cl)=N1, ClCCl, O=[N+]([O-])c1ccc(O)cc1, c1ccncc1. Product: COC1=NS(=O)(=O)N(Cc2ccccc2)C(Oc2ccc([N+](=O)[O-])cc2)=N1. As a reaction SMILES: [CH2:1]([c:2]1[cH:3][cH:4][cH:5][cH:6][cH:7]1)[N:8]1[S:9](=[O:17])(=[O:18])[N:10]=[C:11]([O:15][CH3:16])[N:12]=[C:13]1[Cl:14].[CH2:35]([Cl:36])[Cl:37].[N+:19](=[O:20])([O-:21])[c:22]1[cH:23][cH:24][c:25]([OH:28])[cH:26][cH:27]1.[cH:29]1[cH:30][cH:31][n:32][cH:33][cH:34]1>>[CH2:1]([c:2]1[cH:3][cH:4][cH:5][cH:6][cH:7]1)[N:8]1[S:9](=[O:17])(=[O:18])[N:10]=[C:11]([O:15][CH3:16])[N:12]=[C:13]1[O:28][c:25]1[cH:24][cH:23][c:22]([N+:19](=[O:20])[O-:21])[cH:27][cH:26]1. The reactants are C(=O)([O-])[O-].[K+].[K+].CC(=O)C (K2CO3 acetone), BrC1=C(C=CC=C1)CC(=O)OC (methyl 2-bromophenylacetate), C1(=CC=CC=C1)O (phenol), OC1=C(C=C(C=C1)C)C(C)=O (2'-hydroxy-5'-methylacetophenone). Product: C(C)(=O)C1=C(OC(C(=O)OC)C2=CC=CC=C2)C=CC(=C1)C (methyl 2-(2-acetyl-4-methyl-phenoxy)-2-phenylacetate). The yield is 62.8%. RXN SMILES: C([O-])([O-])=O.[K+].[K+].CC(C)=O.C1(O)C=CC=CC=1.[OH:18][C:19]1[CH:24]=[CH:23][C:22]([CH3:25])=[CH:21][C:20]=1[C:26](=[O:28])[CH3:27].Br[C:30]1[CH:35]=[CH:34][CH:33]=[CH:32][C:31]=1[CH2:36][C:37]([O:39][CH3:40])=[O:38]>>[C:26]([C:20]1[CH:21]=[C:22]([CH3:25])[CH:23]=[CH:24][C:19]=1[O:18][CH:36]([C:31]1[CH:32]=[CH:33][CH:34]=[CH:35][CH:30]=1)[C:37]([O:39][CH3:40])=[O:38])(=[O:28])[CH3:27] |f:0.1.2.3|. Procedure details: Using the K2CO3 /acetone conditions for phenol alkylation described in Step A of Example 30, 1.00 g (6.67 mmol) of 2'-hydroxy-5'-methylacetophenone was alkylated with 1.68 g (7.34 mmol) of methyl 2-bromophenylacetate to afford 1.25 g (63%) of the title compound. Starting materials: C(CCCCC)#N (hexanenitrile), C(CCC)[Sn](CCCC)=O (dibutyltin oxide), C[Si](C)(C)N=[N+]=[N-] (trimethylsilylazide). Run in C1(=CC=CC=C1)C (toluene). The product is C(CCCC)C1=NN=NN1 (5-n-Pentyltetrazole). Isolated yield 70.2%. As a reaction SMILES: [C:1](#[N:7])[CH2:2][CH2:3][CH2:4][CH2:5][CH3:6].C([Sn](=O)CCCC)CCC.C[Si]([N:22]=[N+:23]=[N-:24])(C)C>C1(C)C=CC=CC=1>[CH2:2]([C:1]1[NH:24][N:23]=[N:22][N:7]=1)[CH2:3][CH2:4][CH2:5][CH3:6]. Reported procedure: A mixture of hexanenitrile (938 mg, 9.65 mmol), dibutyltin oxide (293 mg, 0.98 mmol) and 97% trimethylsilylazide (2.60 mL, 19.1 mmol) in toluene (20 mL) were heated at ~110° C. for 25 hours and ambient temperature for one hour. The reaction mixture was extracted with 1M sodium hydroxide solution (4×10 mL) and the combined aqueous extracts were acidified with 6M hydrochloric acid to pH 3-4 and extracted with 10% isopropanol in chloroform (3×10 mL). The combined organic extracts were washed with b...